This data is from the Open Reaction Database (ORD), a public repository of structured organic reaction records. The task is: describe an organic reaction: reactants, conditions, products, and yield Starting materials: C[N+]1([O-])CCOCC1, CCC[N+](CCC)(CCC)CCC, ClCCl, CCCCCC(O)c1ccc(NC(=O)C(C)(C)C)c(F)c1, O=[Ru](=O)(=O)[O-]. Product: CCCCCC(=O)c1ccc(NC(=O)C(C)(C)C)c(F)c1. Reaction SMILES: [CH3:22][N+:23]1([O-:24])[CH2:25][CH2:26][O:27][CH2:28][CH2:29]1.[CH3:38][CH2:39][CH2:40][N+:41]([CH2:42][CH2:43][CH3:44])([CH2:45][CH2:46][CH3:47])[CH2:48][CH2:49][CH3:50].[Cl:30][CH2:31][Cl:32].[F:1][c:2]1[c:3]([NH:15][C:16]([C:17]([CH3:18])([CH3:19])[CH3:20])=[O:21])[cH:4][cH:5][c:6]([CH:8]([CH2:9][CH2:10][CH2:11][CH2:12][CH3:13])[OH:14])[cH:7]1.[O-:33][Ru:34](=[O:35])(=[O:36])=[O:37]>>[F:1][c:2]1[c:3]([NH:15][C:16]([C:17]([CH3:18])([CH3:19])[CH3:20])=[O:21])[cH:4][cH:5][c:6]([C:8]([CH2:9][CH2:10][CH2:11][CH2:12][CH3:13])=[O:14])[cH:7]1. Starting materials: Br.C(C)N(CCOC1=C(C=C(C=C1C)[N+](=O)[O-])C)CC (N,N-diethyl-2-(2,6-dimethyl-4-nitrophenoxy)ethanamine hydrobromide), O.O.[Sn](Cl)Cl (tin(II) chloride dihydrate), [OH-].[Na+] (sodium hydroxide). Run in C(C)O (ethanol). Reaction conditions: time 1.5 hour. The product is C(C)N(CCOC1=CC=C(C=C1)N)CC (4-(2-(Diethylamino)ethoxy)benzenamine). Reaction SMILES: Br.[CH2:2]([N:4]([CH2:19][CH3:20])[CH2:5][CH2:6][O:7][C:8]1[C:13](C)=[CH:12][C:11]([N+:15]([O-])=O)=[CH:10][C:9]=1C)[CH3:3].O.O.[Sn](Cl)Cl.[OH-].[Na+]>C(O)C>[CH2:19]([N:4]([CH2:2][CH3:3])[CH2:5][CH2:6][O:7][C:8]1[CH:9]=[CH:10][C:11]([NH2:15])=[CH:12][CH:13]=1)[CH3:20] |f:0.1,2.3.4,5.6|. Procedure: To 8.0 g (23 mmol) of N,N-diethyl-2-(2,6-dimethyl-4-nitrophenoxy)ethanamine hydrobromide in 90 mL of ethanol add 26.0 g (115 mmol) of tin(II) chloride dihydrate. Heat the mixture to reflux with stirring for 1.5 h. Cool the mixture and pour it onto ice-water. Adjust the pH to 12 by the addition of dilute sodium hydroxide. Add ethyl acetate and filter the mixture through celite. Extract the filtrate twice with ethyl acetate. Wash the extract with saturated sodium chloride solution and dry over anh... Reactants: C1(=CC=CC=C1)S(=O)(=O)Cl (benzenesulfonyl chloride), C1(=CC=CC=C1)O (phenol). The reagents and catalysts are CN(C1=CC=NC=C1)C (4-dimethylaminopyridine). Solvent: N1=CC=CC=C1 (pyridine). The product is C1(=CC=CC=C1)S(=O)(=O)OC1=CC=CC=C1 (Phenyl Benzenesulfonate). Yield: 80.9%. As a reaction SMILES: [C:1]1([S:7](Cl)(=[O:9])=[O:8])[CH:6]=[CH:5][CH:4]=[CH:3][CH:2]=1.[C:11]1([OH:17])[CH:16]=[CH:15][CH:14]=[CH:13][CH:12]=1>CN(C)C1C=CN=CC=1.N1C=CC=CC=1>[C:1]1([S:7]([O:17][C:11]2[CH:16]=[CH:15][CH:14]=[CH:13][CH:12]=2)(=[O:9])=[O:8])[CH:6]=[CH:5][CH:4]=[CH:3][CH:2]=1. Reported procedure: All apparatus is rigorously dried and flushed with nitrogen before use. The reaction is performed in a 25 ml flask equipped with a magnetic stirring bar and a calcium chloride drying tube. The flask is charged with benzenesulfonyl chloride (11.60 g, 65.7 mmol), phenol (5.60 g, 59.6 mmol), and 4-dimethylaminopyridine (0.36 g, 2.98 mmol), and anhydrous pyridine (20 ml). The reaction mixture is stirred and heated at reflux, and the progress of the reaction is monitored by high performance liquid ch... Starting materials: O=C(OC(=O)C(F)(F)F)C(F)(F)F, NC(=O)Nc1ccccc1CC(=O)O, O=C(O)C(F)(F)F. The product is NC(=O)N1C(=O)Cc2ccccc21. Reaction SMILES: [F:15][C:16]([F:17])([F:18])[C:19]([O:20][C:21](=[O:22])[C:23]([F:24])([F:25])[F:26])=[O:27].[NH:1]([C:2](=[O:3])[NH2:4])[c:5]1[c:6]([CH2:11][C:12](=[O:13])[OH:14])[cH:7][cH:8][cH:9][cH:10]1.[OH:28][C:29]([C:30]([F:31])([F:32])[F:33])=[O:34]>>[N:1]1([C:2](=[O:3])[NH2:4])[c:5]2[c:6]([cH:7][cH:8][cH:9][cH:10]2)[CH2:11][C:12]1=[O:14]. Starting materials: ClCCCl, Cc1cc(C(=O)c2sc(N)nc2-c2ccco2)ccn1, Cl, CN(C)C=O, O, O, O=C(O)c1ccncc1, On1nnc2ccccc21. The product is Cc1cc(C(=O)c2sc(NC(=O)c3ccncc3)nc2-c2ccco2)ccn1. RXN SMILES: [CH2:30]([Cl:31])[CH2:32][Cl:33].[CH3:1][c:2]1[n:3][cH:4][cH:5][c:6]([C:8](=[O:9])[c:10]2[c:11](-[c:16]3[o:17][cH:18][cH:19][cH:20]3)[n:12][c:13]([NH2:15])[s:14]2)[cH:7]1.[ClH:34].[O:46]=[CH:47][N:48]([CH3:49])[CH3:50].[OH2:35].[OH2:51].[OH:21][C:22](=[O:23])[c:24]1[cH:25][cH:26][n:27][cH:28][cH:29]1.[OH:36][n:37]1[c:38]2[cH:39][cH:40][cH:41][cH:42][c:43]2[n:44][n:45]1>>[CH3:1][c:2]1[n:3][cH:4][cH:5][c:6]([C:8](=[O:9])[c:10]2[c:11](-[c:16]3[o:17][cH:18][cH:19][cH:20]3)[n:12][c:13]([NH:15][C:22](=[O:21])[c:24]3[cH:25][cH:26][n:27][cH:28][cH:29]3)[s:14]2)[cH:7]1.